From a dataset of the Open Reaction Database (ORD), a public repository of structured organic reaction records. describe an organic reaction: reactants, conditions, products, and yield Reactants: FC=1C=C(C=CC1OC(F)(F)F)Br (3-fluoro-4-trifluoromethoxybromobenzene), COC(C(C)N1N=CN=N1)=O (methyl-2-(2H-tetrazol-2-yl)propionate), [Mg] (Magnesium), II (iodine), Cl (hydrochloric acid). Run in O1CCCC1 (tetrahydrofuran), O1CCCC1 (tetrahydrofuran), O1CCCC1 (tetrahydrofuran), O (water). Yields the product C(C)OC(C(C)N1N=CN=N1)=O (Ethyl-2-(2H-tetrazol-2-yl)propionate). Yield: 43.5%. RXN SMILES: [Mg].II.F[C:5]1C=C(Br)C=CC=1OC(F)(F)F.[CH3:17][O:18][C:19](=[O:27])[CH:20]([N:22]1[N:26]=[N:25][CH:24]=[N:23]1)[CH3:21].Cl>O1CCCC1.O>[CH2:17]([O:18][C:19](=[O:27])[CH:20]([N:22]1[N:26]=[N:25][CH:24]=[N:23]1)[CH3:21])[CH3:5]. Procedure: Magnesium turnings (1.22 g) and iodine (1 crystal) were added to dry tetrahydrofuran (10 ml) under a nitrogen atmosphere. A solution of 3-fluoro-4-trifluoromethoxybromobenzene (12.95 g) in dry tetrahydrofuran (30 ml) was placed in a dropping funnel. About 10% of this was added to the mixture, and the Grignard reaction began immediately. The rest of the mixture was added dropwise with stirring, and the temperature rose until the solvent was at reflux. After the addition was complete the mixture w... Reactants: ClC1=C(N(C(C(=N1)NC[C@@H]1N(CCC1)CC(C)C)=O)CC(=O)OCC1=CC=CC=C1)C (benzyl 2-[3-chloro-5-({[(2R)-1-isobutylpyrrolidinyl]methyl}amino)-2-methyl-6-oxo-1(6H)-pyrazinyl]acetate). The reagents and catalysts are [OH-].[Pd+2].[OH-] (palladium hydroxide). Product: Cl.C(C(C)C)N1[C@H](CCC1)CNC=1C(N(C(=CN1)C)CC(=O)O)=O (2-[3-({[(2R)-1-isobutylpyrrolidinyl]methyl}amino)-6-methyl-2-oxo-1(2H)-pyrazinyl]acetic acid hydrochloride), product. As a reaction SMILES: [Cl:1][C:2]1[N:7]=[C:6]([NH:8][CH2:9][C@H:10]2[CH2:14][CH2:13][CH2:12][N:11]2[CH2:15][CH:16]([CH3:18])[CH3:17])[C:5](=[O:19])[N:4]([CH2:20][C:21]([O:23]CC2C=CC=CC=2)=[O:22])[C:3]=1[CH3:31]>[OH-].[Pd+2].[OH-]>[ClH:1].[CH2:15]([N:11]1[CH2:12][CH2:13][CH2:14][C@@H:10]1[CH2:9][NH:8][C:6]1[C:5](=[O:19])[N:4]([CH2:20][C:21]([OH:23])=[O:22])[C:3]([CH3:31])=[CH:2][N:7]=1)[CH:16]([CH3:17])[CH3:18] |f:1.2.3,4.5|. Procedure details: The title compound was prepared by a similar method to preparation 44 from benzyl 2-[3-chloro-5-({[(2R)-1-isobutylpyrrolidinyl]methyl}amino)-2-methyl-6-oxo-1(6H)-pyrazinyl]acetate [see preparation 61] and palladium hydroxide, to afford the product as a oil. LRMS: 323 (MH+) Starting materials: IN1C(CCC1=O)=O (N-iodosuccinimide), CN1C(N(CCC1)C)=O (1,3-Dimethyl-3,4,5,6-tetrahydro-2(1H)-pyrimidone), FC1=C(C(=CC=C1)F)CS(=O)(=O)C1=NOC(C1)(C)C (3-(2,6-difluoro-phenylmethanesulfonyl)-5,5-dimethyl-4,5-dihydro-isoxazole), C(CCC)[Li] (n-Butyl lithium). Solvent: C1CCOC1 (THF). Conditions: time 30 minute. The product is FC1=C(C(=CC=C1)F)C(S(=O)(=O)C1=NOC(C1)(C)C)I (3-[(2,6-difluoro-phenyl)-iodo-methanesulfonyl]-5,5-dimethyl-4,5-dihydroisoxazole). Yield: 38.4%. RXN SMILES: CN1CCCN(C)C1=O.[F:10][C:11]1[CH:16]=[CH:15][CH:14]=[C:13]([F:17])[C:12]=1[CH2:18][S:19]([C:22]1[CH2:26][C:25]([CH3:28])([CH3:27])[O:24][N:23]=1)(=[O:21])=[O:20].C([Li])CCC.[I:34]N1C(=O)CCC1=O>C1COCC1>[F:17][C:13]1[CH:14]=[CH:15][CH:16]=[C:11]([F:10])[C:12]=1[CH:18]([I:34])[S:19]([C:22]1[CH2:26][C:25]([CH3:28])([CH3:27])[O:24][N:23]=1)(=[O:20])=[O:21]. Reported procedure: 1,3-Dimethyl-3,4,5,6-tetrahydro-2(1H)-pyrimidone (DMPU) (0.10 ml, 0.83 mmol) and 3-(2,6-difluoro-phenylmethanesulfonyl)-5,5-dimethyl-4,5-dihydro-isoxazole (0.20 g, 0.69 mmol) were dissolved under nitrogen in THF (7 ml) and cooled to −78° C. n-Butyl lithium (2.5M in hexane) (0.33 ml, 0.83 mmol) was added dropwise. After 30 min at −78° C., N-iodosuccinimide (NIS) (187 mg, 0.83 mmol) was added. The mixture was stirred for 1 hour and allowed to warm slowly to room temperature. The reaction was quenc... The reactants are COC1=C(C=CC=C1)SC1=C(N)C=CC=C1 (2-(2-methoxyphenylsulfanyl)aniline), NC=1SC=CN1 (2-aminothiazole), COC1=C(C=CC=C1)SC1=C(N)C=CC=C1 (2-(2-methoxyphenylsulfanyl)aniline), COC1=C(C=CC=C1)S (2-methoxy thiophenol), FC1=C(C=CC=C1)[N+](=O)[O-] (2-fluoronitrobenzene). Yields the product COC1=C(C=CC=C1)SC1=C(C=CC=C1)[N+](=O)[O-] (2-(2-Methoxyphenylsulfanyl)nitrobenzene), COC1=C(C=CC=C1)SC1=C(C=CC=C1)NC(=O)NC=1SC=CN1 (N-[2-(2-Methoxyphenylsulfanyl)phenyl]-N′-(thiazol-2-yl)urea). The yield is 62.0%. As a reaction SMILES: [CH3:1][O:2][C:3]1[CH:8]=[CH:7][CH:6]=[CH:5][C:4]=1[SH:9].F[C:11]1[CH:16]=[CH:15][CH:14]=[CH:13][C:12]=1[N+:17]([O-:19])=[O:18].[CH3:20][O:21][C:22]1[CH:27]=[CH:26][CH:25]=[CH:24][C:23]=1[S:28][C:29]1[CH:35]=[CH:34][CH:33]=[CH:32][C:30]=1[NH2:31].[NH2:36][C:37]1[S:38][CH:39]=[CH:40][N:41]=1>>[CH3:1][O:2][C:3]1[CH:8]=[CH:7][CH:6]=[CH:5][C:4]=1[S:9][C:11]1[CH:16]=[CH:15][CH:14]=[CH:13][C:12]=1[N+:17]([O-:19])=[O:18].[CH3:20][O:21][C:22]1[CH:27]=[CH:26][CH:25]=[CH:24][C:23]=1[S:28][C:29]1[CH:35]=[CH:34][CH:33]=[CH:32][C:30]=1[NH:31][C:1]([NH:36][C:37]1[S:38][CH:39]=[CH:40][N:41]=1)=[O:2]. Procedure: 2-(2-Methoxyphenylsulfanyl)nitrobenzene (1.07 g, 82%) was prepared from 2-methoxy thiophenol (0.76 g, 5.5 mmol) and 2-fluoronitrobenzene (0.71 g, 5.0 mmol) following the general procedure A. This compound was reduced to 2-(2-methoxyphenylsulfanyl)aniline (0.66 g, 70%) following general procedure B. N-[2-(2-Methoxyphenylsulfanyl)phenyl]-N′-(thiazol-2-yl)urea (110 mg, 62%) was prepared from 2-(2-methoxyphenylsulfanyl)aniline (115 mg, 0.5 mmol) and 2-aminothiazole (60 mg, 0.6 mmol) following the ge...